From a dataset of the Open Reaction Database (ORD), a public repository of structured organic reaction records. describe an organic reaction: reactants, conditions, products, and yield Reaction SMILES: [CH3:1][C:2]1[CH:10]=[CH:9][C:5]2[S:6][CH:7]=[CH:8][C:4]=2[CH:3]=1.[Br:11][C:12]1[CH:13]=[CH:14][C:15]([Cl:20])=[C:16]([CH:19]=1)[CH:17]=O>>[Br:11][C:12]1[CH:13]=[CH:14][C:15]([Cl:20])=[C:16]([CH2:17][C:7]2[S:6][C:5]3[CH:9]=[CH:10][C:2]([CH3:1])=[CH:3][C:4]=3[CH:8]=2)[CH:19]=1. Reactants: CC1=CC2=C(SC=C2)C=C1 (5-Methylbenzo[b]thiophene), BrC=1C=CC(=C(C=O)C1)Cl (5-bromo-2-chlorobenzaldehyde). Procedure: 5-Methylbenzo[b]thiophene and 5-bromo-2-chlorobenzaldehyde obtained in Reference Example 16-(1) were treated in a manner similar to Reference Example 7 to give the target compound. Yields the product BrC=1C=CC(=C(C1)CC1=CC2=C(S1)C=CC(=C2)C)Cl (5-Bromo-2-chloro-1-(5-methylbenzo[b]thiophen-2-ylmethyl)benzene). Reactants: C([O-])(O)=O.[Na+] (sodium bicarbonate), N1=C(C=CC2=CC=CC=C12)COC1=CC=C(C=C1)C(C(=S)N)C1CCCCCC1 (4-(2-Quinolinylmethoxy)phenyl-cycloheptyl-thioacetamide), ClCC(CC(=O)OCC)=O (ethyl chloroacetoacetate), C1(=CC=CC=C1)C (toluene). Run in O (water). Yields the product N1=C(C=CC2=CC=CC=C12)COC1=CC=C(C=C1)C(C=1SC=C(N1)CC(=O)OCC)C1CCCCCC1 (Ethyl 2-[4-(2-quinolinylmethoxy)phenylcycloheptylmethyl]thiazole-4-acetate). As a reaction SMILES: [N:1]1[C:10]2[C:5](=[CH:6][CH:7]=[CH:8][CH:9]=2)[CH:4]=[CH:3][C:2]=1[CH2:11][O:12][C:13]1[CH:18]=[CH:17][C:16]([CH:19]([CH:23]2[CH2:29][CH2:28][CH2:27][CH2:26][CH2:25][CH2:24]2)[C:20]([NH2:22])=[S:21])=[CH:15][CH:14]=1.Cl[CH2:31][C:32](=O)[CH2:33][C:34]([O:36][CH2:37][CH3:38])=[O:35].C1(C)C=CC=CC=1.C(=O)(O)[O-].[Na+]>O>[N:1]1[C:10]2[C:5](=[CH:6][CH:7]=[CH:8][CH:9]=2)[CH:4]=[CH:3][C:2]=1[CH2:11][O:12][C:13]1[CH:14]=[CH:15][C:16]([CH:19]([CH:23]2[CH2:29][CH2:28][CH2:27][CH2:26][CH2:25][CH2:24]2)[C:20]2[S:21][CH:31]=[C:32]([CH2:33][C:34]([O:36][CH2:37][CH3:38])=[O:35])[N:22]=2)=[CH:17][CH:18]=1 |f:3.4|. Reported procedure: 1.5 g (0.0037 mol) of the compound from Example III and 1.5 ml=1.83 g (0.011 mol) of ethyl chloroacetoacetate were heated together with 30 ml of toluene and 10 ml of water at 100° C. for 1 hour. The mixture was neutralised with 10% strength sodium bicarbonate solution, the organic phase was separated off, dried with sodium sulphate and concentrated to a small volume in vacuo, and the residue was separated by column chromatography. A yellow oil was obtained. Reactants: O (water), ice, C(=O)(O)[O-].[Na+] (NaHCO3), OC(CCCCCCCCCN1C(C=2C(C1=O)=CC=CC2)=O)CO (N-(10,11-Dihydroxyundecyl)phthalimide), Br (HBr), solution, C(C)(=O)O (acetic acid). Reaction conditions: time 30 minute. The product is C(C)(=O)OC(CCCCCCCCCN1C(C=2C(C1=O)=CC=CC2)=O)CBr (N-(10-acetoxy-11-bromoundecyl)phthalimide). As a reaction SMILES: [OH:1][CH:2]([CH2:23]O)[CH2:3][CH2:4][CH2:5][CH2:6][CH2:7][CH2:8][CH2:9][CH2:10][CH2:11][N:12]1[C:16](=[O:17])[C:15]2=[CH:18][CH:19]=[CH:20][CH:21]=[C:14]2[C:13]1=[O:22].[BrH:25].O.C([O-])(O)=O.[Na+].[C:32]([OH:35])(=O)[CH3:33]>>[C:32]([O:1][CH:2]([CH2:23][Br:25])[CH2:3][CH2:4][CH2:5][CH2:6][CH2:7][CH2:8][CH2:9][CH2:10][CH2:11][N:12]1[C:13](=[O:22])[C:14]2=[CH:21][CH:20]=[CH:19][CH:18]=[C:15]2[C:16]1=[O:17])(=[O:35])[CH3:33] |f:3.4|. Reported procedure: N-(10,11-Dihydroxyundecyl)phthalimide (2.35 g, 7.10 mmol) was stirred for 3 hours with HBr (6.90 mL of a 30% solution in acetic acid, 21.3 mmol). The mixture was then added over 10 minutes to a solution of water (50 mL), ice (25 g) and NaHCO3 (15 g) and stirred for an additional 30 min. The resulting reaction product was extracted with dichloromethane (3×70 mL) and the combined organic phase was dried using magnesium sulfate and evaporated, yielding a residue of N-(10-acetoxy-11-bromoundecyl)pht... Starting materials: C[Li] (methyl lithium), Cl (hydrochloric acid), FC\1(CCN(C2=C(/C1=C/C(=O)N1CCC(CC1)C(=O)N(C)OC)C=CC=C2)C(=O)C2=C(N=C(S2)C2=CC=CC=C2)C)F ((Z)-(1-{[4,4-difluoro-1-(4-methyl-2-phenylthiazole-5-carbonyl)-2,3,4,5-tetrahydro-1H-1-benzoazepin-5-ylidene]acetyl}-4-piperidyl)-N-methoxy-N-methylcarboxamide), solution, C[Li] (methyl lithium). The solvent is O1CCCC1 (tetrahydrofuran), C(C)OCC (diethyl ether). Reaction conditions: temperature -30 celsius, time 3 hour. The product is FC\1(CCN(C2=C(/C1=C/C(=O)N1CCC(CC1)C(C)=O)C=CC=C2)C(=O)C2=C(N=C(S2)C2=CC=CC=C2)C)F ((Z)-4,4-difluoro-5-[2-(4-acetylpiperidino)-2-oxoethylidene]-1-(4-methyl-2-phenylthiazole-5-carbonyl)-2,3,4,5-tetrahydro-1H-1-benzoazepine). Reaction SMILES: [F:1][C:2]1([F:42])[CH2:3][CH2:4][N:5]([C:28]([C:30]2[S:34][C:33]([C:35]3[CH:40]=[CH:39][CH:38]=[CH:37][CH:36]=3)=[N:32][C:31]=2[CH3:41])=[O:29])[C:6]2[CH:27]=[CH:26][CH:25]=[CH:24][C:7]=2/[C:8]/1=[CH:9]/[C:10]([N:12]1[CH2:17][CH2:16][CH:15]([C:18](N(OC)C)=[O:19])[CH2:14][CH2:13]1)=[O:11].[CH3:43][Li].Cl>O1CCCC1.C(OCC)C>[F:1][C:2]1([F:42])[CH2:3][CH2:4][N:5]([C:28]([C:30]2[S:34][C:33]([C:35]3[CH:36]=[CH:37][CH:38]=[CH:39][CH:40]=3)=[N:32][C:31]=2[CH3:41])=[O:29])[C:6]2[CH:27]=[CH:26][CH:25]=[CH:24][C:7]=2/[C:8]/1=[CH:9]/[C:10]([N:12]1[CH2:13][CH2:14][CH:15]([C:18](=[O:19])[CH3:43])[CH2:16][CH2:17]1)=[O:11]. Reported procedure: To a solution of 140 mg of (Z)-(1-{[4,4-difluoro-1-(4-methyl-2-phenylthiazole-5-carbonyl)-2,3,4,5-tetrahydro-1H-1-benzoazepin-5-ylidene]acetyl}-4-piperidyl)-N-methoxy-N-methylcarboxamide in 10 ml of tetrahydrofuran was added 280 μl of a solution of 1.05N methyl lithium in diethyl ether at −30° C. This was stirred at −30° C. for three hours together while adding 200 μl of the above-mentioned methyl lithium solution thereto every 40 minutes. To the reaction solution was added 1N hydrochloric acid,... Starting materials: C(=O)(OCC1=CC=CC=C1)N[C@@H](CC(C)C)C(=O)O (N-Cbz-leucine), CI (methyl iodide), resultant mixture, [H-].[Na+] (Sodium hydride). Solvent: C1CCOC1 (THF), CCOC(=O)C (EtOAc), O (water). Yields the product CN([C@@H](CC(C)C)C(=O)O)C(=O)OCC1=CC=CC=C1 (N-Methyl-N-Cbz-L-leucine). Isolated yield 97.1%. Reaction SMILES: [C:1]([NH:11][C@H:12]([C:17]([OH:19])=[O:18])[CH2:13][CH:14]([CH3:16])[CH3:15])([O:3][CH2:4][C:5]1[CH:10]=[CH:9][CH:8]=[CH:7][CH:6]=1)=[O:2].[CH3:20]I.[H-].[Na+]>C1COCC1.CCOC(C)=O.O>[CH3:20][N:11]([C:1]([O:3][CH2:4][C:5]1[CH:10]=[CH:9][CH:8]=[CH:7][CH:6]=1)=[O:2])[C@H:12]([C:17]([OH:19])=[O:18])[CH2:13][CH:14]([CH3:16])[CH3:15] |f:2.3|. Reported procedure: To a solution of N-Cbz-leucine (1.38 g, 5.2 mmol) in THF (15 mL) at 0° C. was added methyl iodide (2.5 mL, 40.1 mmol). Sodium hydride (60% dispersion in oil, 0.6 g, 15 mmol) was added cautiously, and the resultant mixture was stirred at room temperature for 24 h. The reaction mixture was diluted with EtOAc (25 mL) and water (2 mL) was added dropwise. The mixture was concentrated to dryness, and the residue was partitioned between ether (15 mL) and water (50 mL). The organic layer was extracted w... Reactants: CCO, CC(C)(C)OC(=O)N1C(C(=O)OCc2ccccc2)CC2CCCC21. The product is CC(C)(C)OC(=O)N1C(C(=O)O)CC2CCCC21. Reaction SMILES: [CH3:26][CH2:27][OH:28].[N:1]1([C:19](=[O:20])[O:21][C:22]([CH3:23])([CH3:24])[CH3:25])[CH:2]2[CH:3]([CH2:4][CH:5]1[C:6](=[O:7])[O:8][CH2:9][c:10]1[cH:11][cH:12][cH:13][cH:14][cH:15]1)[CH2:16][CH2:17][CH2:18]2>>[N:1]1([C:19](=[O:20])[O:21][C:22]([CH3:23])([CH3:24])[CH3:25])[CH:2]2[CH:3]([CH2:4][CH:5]1[C:6](=[O:7])[OH:8])[CH2:16][CH2:17][CH2:18]2. Starting materials: CCOC(=O)C=C(C)c1cn(C(c2ccccc2)(c2ccccc2)c2ccccc2)cn1, CCO. Yields the product CCOC(=O)CC(C)c1cn(C(c2ccccc2)(c2ccccc2)c2ccccc2)cn1. Reaction SMILES: [CH2:1]([CH3:2])[O:3][C:4]([CH:5]=[C:6]([CH3:7])[c:8]1[n:9][cH:10][n:11]([C:13]([c:14]2[cH:15][cH:16][cH:17][cH:18][cH:19]2)([c:20]2[cH:21][cH:22][cH:23][cH:24][cH:25]2)[c:26]2[cH:27][cH:28][cH:29][cH:30][cH:31]2)[cH:12]1)=[O:32].[CH3:33][CH2:34][OH:35]>>[CH2:1]([CH3:2])[O:3][C:4]([CH2:5][CH:6]([CH3:7])[c:8]1[n:9][cH:10][n:11]([C:13]([c:14]2[cH:15][cH:16][cH:17][cH:18][cH:19]2)([c:20]2[cH:21][cH:22][cH:23][cH:24][cH:25]2)[c:26]2[cH:27][cH:28][cH:29][cH:30][cH:31]2)[cH:12]1)=[O:32].